Dataset: the Open Reaction Database (ORD), a public repository of structured organic reaction records. Task: describe an organic reaction: reactants, conditions, products, and yield Starting materials: [Li+].[OH-] (LiOH), BrC1=CC=2C3=C(C=NC2C=C1)N(C(N3C=3C(=NN(C3)C(C)C)C)=O)C (8-bromo-1-(1-isopropyl-3-methyl-1H-pyrazol-4-yl)-3-methyl-1,3-dihydro-imidazo[4,5-c]quinolin-2-one), BrC1=CC=2C3=C(C=NC2C=C1)N(C(N3C=3C(=NN(C3)C(C)C)C)=O)C (8-bromo-1-(1-isopropyl-3-methyl-1H-pyrazol-4-yl)-3-methyl-1,3-dihydro-imidazo[4,5-c]quinolin-2-one), C(C)(=O)N(C1=NC=C(C=C1COC(C)=O)B1OC(C(O1)(C)C)(C)C)C(C)=O (acetic acid 2-diacetylamino-5-(4,4,5,5-tetramethyl-[1,3,2]dioxaborolan-2-yl)-pyridin-3-ylmethyl ester). Reagents/catalysts: Cl[Pd]([P](C1=CC=CC=C1)(C2=CC=CC=C2)C3=CC=CC=C3)([P](C4=CC=CC=C4)(C5=CC=CC=C5)C6=CC=CC=C6)Cl (PdCl2(PPh3)2). Solvent: CN(C)C=O (DMF), C(=O)([O-])[O-].[K+].[K+] (K2CO3). Reaction conditions: temperature 105 celsius, time 1 hour. Yields the product NC1=C(C=C(C=N1)C1=CC=2C3=C(C=NC2C=C1)N(C(N3C=3C(=NN(C3)C(C)C)C)=O)C)CO (8-(6-Amino-5-hydroxymethyl-pyridin-3-yl)-1-(1-isopropyl-3-methyl-1H-pyrazol-4-yl)-3-methyl-1,3-dihydro-imidazo[4,5-c]quinolin-2-one). Reaction SMILES: Br[C:2]1[CH:11]=[CH:10][C:9]2[N:8]=[CH:7][C:6]3[N:12]([CH3:25])[C:13](=[O:24])[N:14]([C:15]4[C:16]([CH3:23])=[N:17][N:18]([CH:20]([CH3:22])[CH3:21])[CH:19]=4)[C:5]=3[C:4]=2[CH:3]=1.C([N:29](C(=O)C)[C:30]1[C:35]([CH2:36][O:37]C(=O)C)=[CH:34][C:33](B2OC(C)(C)C(C)(C)O2)=[CH:32][N:31]=1)(=O)C.[Li+].[OH-]>CN(C=O)C.C([O-])([O-])=O.[K+].[K+].Cl[Pd](Cl)([P](C1C=CC=CC=1)(C1C=CC=CC=1)C1C=CC=CC=1)[P](C1C=CC=CC=1)(C1C=CC=CC=1)C1C=CC=CC=1>[NH2:29][C:30]1[N:31]=[CH:32][C:33]([C:2]2[CH:11]=[CH:10][C:9]3[N:8]=[CH:7][C:6]4[N:12]([CH3:25])[C:13](=[O:24])[N:14]([C:15]5[C:16]([CH3:23])=[N:17][N:18]([CH:20]([CH3:21])[CH3:22])[CH:19]=5)[C:5]=4[C:4]=3[CH:3]=2)=[CH:34][C:35]=1[CH2:36][OH:37] |f:2.3,5.6.7,^1:68,87|. Procedure details: A mixture of 8-bromo-1-(1-isopropyl-3-methyl-1H-pyrazol-4-yl)-3-methyl-1,3-dihydro-imidazo[4,5-c]quinolin-2-one (Intermediate G, 0.098 mmol), crude acetic acid 2-diacetylamino-5-(4,4,5,5-tetramethyl-[1,3,2]dioxaborolan-2-yl)-pyridin-3-ylmethyl ester (stage 169.1.1, 0.92 mg) and PdCl2(PPh3)2 (0.0057 mmol) in DMF (1.2 ml) and 1 M aqueous K2CO3 (0.245 ml) was stirred under argon at 105° C. for 1 h. Then the RM was cooled to it and 2 M aqueous LiOH (0.245 ml) was added. The RM was stirred for 1 h 15... Reactants: CCCCCCCCCCCCCCCN1CCC(CN)CC1, c1ccc2c(c1)[nH]c1cccc(OCC3CO3)c12. Yields the product CCCCCCCCCCCCCCCN1CCC(CNCC(O)COc2cccc3[nH]c4ccccc4c23)CC1. As a reaction SMILES: [NH2:19][CH2:20][CH:21]1[CH2:22][CH2:23][N:24]([CH2:27][CH2:28][CH2:29][CH2:30][CH2:31][CH2:32][CH2:33][CH2:34][CH2:35][CH2:36][CH2:37][CH2:38][CH2:39][CH2:40][CH3:41])[CH2:25][CH2:26]1.[O:1]1[CH:2]([CH2:4][O:5][c:6]2[cH:7][cH:8][cH:9][c:10]3[nH:11][c:12]4[cH:13][cH:14][cH:15][cH:16][c:17]4[c:18]23)[CH2:3]1>>[OH:1][CH:2]([CH2:3][NH:19][CH2:20][CH:21]1[CH2:22][CH2:23][N:24]([CH2:27][CH2:28][CH2:29][CH2:30][CH2:31][CH2:32][CH2:33][CH2:34][CH2:35][CH2:36][CH2:37][CH2:38][CH2:39][CH2:40][CH3:41])[CH2:25][CH2:26]1)[CH2:4][O:5][c:6]1[cH:7][cH:8][cH:9][c:10]2[nH:11][c:12]3[cH:13][cH:14][cH:15][cH:16][c:17]3[c:18]12. Starting materials: FC1=CC=C(C(=O)C2=CC3=C(NC(=N3)NC(OC)=O)C=C2)C=C1 (Methyl [5-(4-fluorobenzoyl)-1H-benzimidazol-2-yl]carbamate), Cl.NO (hydroxylamine hydrochloride), [NH4+].[OH-] (NH4OH). Solvent: CO (MeOH), O (H2O). Yields the product FC1=CC=C(C=C1)C(C1=CC2=C(NC(=N2)NC(OC)=O)C=C1)=NO (Methyl [5-[(4-Fluorophenyl) (Hydroxyimino)Methyl]-1H-Benzimidazol-2-yl]Carbamate). As a reaction SMILES: [F:1][C:2]1[CH:23]=[CH:22][C:5]([C:6]([C:8]2[CH:21]=[CH:20][C:11]3[NH:12][C:13]([NH:15][C:16](=[O:19])[O:17][CH3:18])=[N:14][C:10]=3[CH:9]=2)=O)=[CH:4][CH:3]=1.Cl.[NH2:25][OH:26].[NH4+].[OH-]>CO.O>[F:1][C:2]1[CH:23]=[CH:22][C:5]([C:6](=[N:25][OH:26])[C:8]2[CH:21]=[CH:20][C:11]3[NH:12][C:13]([NH:15][C:16](=[O:19])[O:17][CH3:18])=[N:14][C:10]=3[CH:9]=2)=[CH:4][CH:3]=1 |f:1.2,3.4|. Procedure: Methyl [5-(4-fluorobenzoyl)-1H-benzimidazol-2-yl]carbamate, (581.6 g, 1.86 mole) (Janssen Pharmaceutica, U.S. Pat. No. 3,657,267, Apr. 18, 1972) was suspended in MeOH (15 L) in which hydroxylamine hydrochloride (508.1 g, 7.32 mole) was dissolved. The mixture was heated at reflux (80 hrs) until a clear solution was obtained and the starting material was no longer detected at TLC. After cooling to room temperature, the mixture was filtered to remove undissolved material, and the solvent was remove... The reactants are S(=O)(Cl)Cl (thionyl chloride), CC1NC(CCC1)C (2,6-dimethylpiperidine), pure product, C[N+](=CCl)C.[Cl-] (Vilsmeier reagent), OC(C(=O)O)CC1=C(C=CC=C1)[N+](=O)[O-] ((-)-α-Hydroxy-2-nitrobenzenepropanoic acid). The solvent is CN(C=O)C (N,N-dimethylformamide), ClCCl (dichloromethane), CCOCC (ether), ClCCl (dichloromethane), C(C)O (ethanol). Conditions: time 8 hour. Yields the product CC1NC(CCC1)C.ClC(C(=O)O)CC1=C(C=CC=C1)[N+](=O)[O-] ((+)-α-Chloro-2-Nitrobenzenepropanoic Acid 2,6-Dimethylpiperidine Salt). Reaction SMILES: S(Cl)(Cl)=O.C[N+](C)=C[Cl:8].[Cl-].O[CH:12]([CH2:16][C:17]1[CH:22]=[CH:21][CH:20]=[CH:19][C:18]=1[N+:23]([O-:25])=[O:24])[C:13]([OH:15])=[O:14].[CH3:26][CH:27]1[CH2:32][CH2:31][CH2:30][CH:29]([CH3:33])[NH:28]1>ClCCl.CCOCC.C(O)C.CN(C)C=O>[CH3:26][CH:27]1[CH2:32][CH2:31][CH2:30][CH:29]([CH3:33])[NH:28]1.[Cl:8][CH:12]([CH2:16][C:17]1[CH:22]=[CH:21][CH:20]=[CH:19][C:18]=1[N+:23]([O-:25])=[O:24])[C:13]([OH:15])=[O:14] |f:1.2,9.10|. Procedure details: To magnetically stirred N,N-dimethylformamide (3 mL) cooled in ice was added slowly dropwise thionyl chloride (4.5 ml., 61.7 mmol) and the resulting cold Vilsmeier reagent was diluted with dichloromethane (30 ml.). (-)-α-Hydroxy-2-nitrobenzenepropanoic acid [3.00 g., 14.2 mmol, [α]D25 -63.04° (c 0.955, 95% ethanol)] in dichloromethane (70 ml.) was added. The resulting solution, protected from moisture, was left at room temperature (25° overnight. The solution was added to stirred ice and the mix... Reactants: NCc1ccccc1Cl, Cl, [NH4+], O, N#C[S-]. The product is NC(=S)NCc1ccccc1Cl. Reaction SMILES: [Cl:2][c:3]1[c:4]([CH2:5][NH2:6])[cH:7][cH:8][cH:9][cH:10]1.[ClH:1].[NH4+:14].[OH2:15].[S-:11][C:12]#[N:13]>>[Cl:2][c:3]1[c:4]([CH2:5][NH:6][C:12](=[S:11])[NH2:13])[cH:7][cH:8][cH:9][cH:10]1.